From a dataset of the Open Reaction Database (ORD), a public repository of structured organic reaction records. describe an organic reaction: reactants, conditions, products, and yield Starting materials: C(C)(=O)O (acetic acid), CC=1C=C(C=C(C1)C)C=1NC2=CC=C(C=C2C1CCNCCCCC=1C=NC=CC1)C(C(=O)N(CCCC)CCCC)(C)C (2-[2-(3,5-dimethylphenyl)-3-[2-[4-(pyridin-3-yl)-butylamino]ethyl]-1H-indol-5-yl]-N,N-dibutylisobutyramide), C=O (paraformaldehyde), 3A, C(#N)[BH3-].[Na+] (sodium cyanoborohydride), C1CCOC1 (THF). Solvent: CO (MeOH). Run at time 35 minute. The product is CC=1C=C(C=C(C1)C)C=1NC2=CC=C(C=C2C1CCN(CCCCC1=CC=NC=C1)C)C(C(=O)N(CCCC)CCCC)(C)C (2-[2-(3,5-Dimethylphenyl)-3-[2-[methyl-[4-(pyridin-4-yl)butyl]amino]ethyl]-1H-indol-5-yl]-N,N-dibutylisobutyramide). Isolated yield 45.0%. RXN SMILES: [CH3:1][C:2]1[CH:3]=[C:4]([C:9]2[NH:10][C:11]3[C:16]([C:17]=2[CH2:18][CH2:19][NH:20][CH2:21][CH2:22][CH2:23][CH2:24]C2C=NC=CC=2)=[CH:15][C:14]([C:31]([CH3:44])([CH3:43])[C:32]([N:34]([CH2:39][CH2:40][CH2:41][CH3:42])[CH2:35][CH2:36][CH2:37][CH3:38])=[O:33])=[CH:13][CH:12]=3)[CH:5]=[C:6]([CH3:8])[CH:7]=1.C=O.[C:47](O)(=O)C.[C:51]([BH3-])#[N:52].[Na+].[CH2:55]1[CH2:59]O[CH2:57][CH2:56]1>CO>[CH3:8][C:6]1[CH:5]=[C:4]([C:9]2[NH:10][C:11]3[C:16]([C:17]=2[CH2:18][CH2:19][N:20]([CH3:47])[CH2:21][CH2:22][CH2:23][CH2:24][C:55]2[CH:59]=[CH:51][N:52]=[CH:57][CH:56]=2)=[CH:15][C:14]([C:31]([CH3:44])([CH3:43])[C:32]([N:34]([CH2:39][CH2:40][CH2:41][CH3:42])[CH2:35][CH2:36][CH2:37][CH3:38])=[O:33])=[CH:13][CH:12]=3)[CH:3]=[C:2]([CH3:1])[CH:7]=1 |f:3.4|. Procedure: A dry flask containing 67 mg (0.113 mmol) of 2-[2-(3,5-dimethylphenyl)-3-[2-[methyl-[4-(pyridin-4-yl)butyl]amino]ethyl]-1H-indol-5-yl]-N,N-dibutylisobutyramide (prepared according to EXAMPLE 7.2), 33.9 mg (1.3 mmol) of paraformaldehyde, and 100 mg of powdered 3A molecular sieves was fitted with a septum and purged thoroughly with N2. Next, 2.65 mL of MeOH and 65.2 μL (67.8 mg, 1.13 mmol) of glacial acetic acid were added, and the mixture was stirred at room temperature for 35 minutes. Then 28.4 ... Reactants: ClC1=CC(=C(/C=C/C(=O)OC)C=C1)NS(=O)(=O)C1=CC=CC=C1 (methyl trans-4-chloro-2-(phenylsulfonylamino)cinnamate), Br.BrCC(=O)C1=C(N=NS1)C (5-Bromoacetyl-4-methyl-1,2,3-thiadiazole hydrobromide). The product is COC(CC1=C(NC2=CC(=CC=C12)Cl)C(=O)C1=C(N=NS1)C)=O (Methyl[6-chloro-2-(4-methyl-1,2,3-thiadiazole-5-carbonyl)-1H-indol-3-yl]acetate). As a reaction SMILES: [Cl:1][C:2]1[CH:13]=[CH:12][C:5](/[CH:6]=[CH:7]/[C:8]([O:10][CH3:11])=[O:9])=[C:4]([NH:14]S(C2C=CC=CC=2)(=O)=O)[CH:3]=1.Br.Br[CH2:26][C:27]([C:29]1[S:33][N:32]=[N:31][C:30]=1[CH3:34])=[O:28]>>[CH3:11][O:10][C:8](=[O:9])[CH2:7][C:6]1[C:5]2[C:4](=[CH:3][C:2]([Cl:1])=[CH:13][CH:12]=2)[NH:14][C:26]=1[C:27]([C:29]1[S:33][N:32]=[N:31][C:30]=1[CH3:34])=[O:28] |f:1.2|. Procedure: The title compound was prepared according to the procedure described in Example 57 from methyl trans-4-chloro-2-(phenylsulfonylamino)cinnamate (step 1 of Example 8, Method A) and 5-bromoacetyl-4-methyl-1,2,3-thiadiazole (Preparation is described in Example 228). The reactants are Cl.NC1C2CC3CC(CC1C3)C2 (2-aminoadamantane hydrochloride), CCN(C(C)C)C(C)C (DIPEA), [B-](F)(F)(F)F.CN(C)C(=[N+](C)C)ON1C(=O)CCC1=O (TSTU), C1(CC1)N1N=CC(=C1C(F)(F)F)C(=O)O (1-Cyclopropyl-5-trifluoromethyl-1H-pyrazole-4-carboxylic acid), C1(CC1)N1N=CC(=C1C(F)(F)F)C(=O)O (1-Cyclopropyl-5-trifluoromethyl-1H-pyrazole-4-carboxylic acid), ester. The solvent is O (water), ClCCl (dichloromethane), CN(C)C=O (DMF). Conditions: time 1 hour. Product: ethyl acetate hexanes, C12C(C3CC(CC(C1)C3)C2)NC(=O)C=2C=NN(C2C(F)(F)F)C2CC2 (1-cyclopropyl-5-trifluoromethyl-1H-pyrazole-4-carboxylic acid adamantan-2-ylamide). Isolated yield 56.6%. As a reaction SMILES: [CH:1]1([N:4]2[C:8]([C:9]([F:12])([F:11])[F:10])=[C:7]([C:13]([OH:15])=O)[CH:6]=[N:5]2)[CH2:3][CH2:2]1.CCN(C(C)C)C(C)C.[B-](F)(F)(F)F.CN(C(ON1C(=O)CCC1=O)=[N+](C)C)C.Cl.[NH2:46][CH:47]1[CH:54]2[CH2:55][CH:50]3[CH2:51][CH:52]([CH2:56][CH:48]1[CH2:49]3)[CH2:53]2>ClCCl.CN(C=O)C.O>[CH:48]12[CH2:56][CH:52]3[CH2:51][CH:50]([CH2:55][CH:54]([CH2:53]3)[CH:47]1[NH:46][C:13]([C:7]1[CH:6]=[N:5][N:4]([CH:1]3[CH2:2][CH2:3]3)[C:8]=1[C:9]([F:10])([F:11])[F:12])=[O:15])[CH2:49]2 |f:2.3,4.5|. Procedure details: 1-Cyclopropyl-5-trifluoromethyl-1H-pyrazole-4-carboxylic acid (Intermediate 6, 20 mg, 0.09 mmol) was dissolved in a mixture of dry dichloromethane (1.6 mL) and dry DMF (0.2 mL). DIPEA (0.1 mL, 0.57 mmol) and TSTU (33 mg, 0.11 mmol) were added to the above mixture. After the mixture was stirred for 1 h, the appearance of active ester was detected by LC-MS. Then 2-aminoadamantane hydrochloride (17 mg, 0.09 mmol) was added. After another 2 hours water was added and the organic layer was separated. ...